The task is: describe an organic reaction: reactants, conditions, products, and yield. This data is from the Open Reaction Database (ORD), a public repository of structured organic reaction records. RXN SMILES: [C:1]([N:2]1[CH2:3][CH:4]([O:5][CH2:6][CH3:7])[CH:8]([NH:9][c:10]2[c:11]([CH2:12][CH3:13])[n:14][c:15](-[c:16]3[cH:17][cH:18][c:19]([Cl:20])[cH:21][c:22]3[Cl:23])[c:24]([CH2:25][CH3:26])[n:27]2)[CH2:28]1)(=[O:29])[CH3:30].[Cl:31][c:32]1[c:33](-[c:39]2[n:40][c:41]([CH2:57][CH3:58])[c:42]([NH:47][CH:48]3[CH2:49][NH:50][CH2:51][CH:52]3[O:53][CH2:54][CH2:55][F:56])[n:43][c:44]2[CH2:45][CH3:46])[cH:34][cH:35][c:36]([Cl:38])[cH:37]1.[Cl:59][C:60](=[O:61])[O:62][CH3:63]>>[Cl:31][c:32]1[c:33](-[c:39]2[n:40][c:41]([CH2:57][CH3:58])[c:42]([NH:47][CH:48]3[CH2:49][N:50]([C:60](=[O:61])[O:62][CH3:63])[CH2:51][CH:52]3[O:53][CH2:54][CH2:55][F:56])[n:43][c:44]2[CH2:45][CH3:46])[cH:34][cH:35][c:36]([Cl:38])[cH:37]1. The reactants are CCOC1CN(C(C)=O)CC1Nc1nc(CC)c(-c2ccc(Cl)cc2Cl)nc1CC, CCc1nc(-c2ccc(Cl)cc2Cl)c(CC)nc1NC1CNCC1OCCF, COC(=O)Cl. Yields the product CCc1nc(-c2ccc(Cl)cc2Cl)c(CC)nc1NC1CN(C(=O)OC)CC1OCCF. Reactants: CCOC(=O)c1oc2cccc(NS(=O)(=O)CCCCl)c2c1C, C1CCOC1, [H-], [Na+]. Yields the product CCOC(=O)c1oc2cccc(N3CCCS3(=O)=O)c2c1C. Reaction SMILES: [CH2:1]([CH3:2])[O:3][C:4](=[O:5])[c:6]1[o:7][c:8]2[c:9]([c:10]1[CH3:11])[c:12]([NH:16][S:17](=[O:18])(=[O:19])[CH2:20][CH2:21][CH2:22][Cl:23])[cH:13][cH:14][cH:15]2.[CH2:26]1[O:27][CH2:28][CH2:29][CH2:30]1.[H-:24].[Na+:25]>>[CH2:1]([CH3:2])[O:3][C:4](=[O:5])[c:6]1[o:7][c:8]2[c:9]([c:10]1[CH3:11])[c:12]([N:16]1[S:17](=[O:18])(=[O:19])[CH2:20][CH2:21][CH2:22]1)[cH:13][cH:14][cH:15]2. The reactants are O[C@H]1[C@H]([C@H](CC1)CC(=O)O)CCCCC ((+)-(1R,2S,3R)-3-hydroxy-2-pentyl-1-cyclopentaneacetic acid), [N+](=[N-])=C (diazomethane). The solvent is CCOCC (ether). Yields the product O[C@H]1[C@H]([C@H](CC1)CC(=O)OC)CCCCC (methyl (+)-(1R,2S,3R)-3-hydroxy-2-pentyl-1-cyclopentaneacetate). RXN SMILES: [OH:1][C@@H:2]1[CH2:6][CH2:5][C@H:4]([CH2:7][C:8]([OH:10])=[O:9])[C@@H:3]1[CH2:11][CH2:12][CH2:13][CH2:14][CH3:15].[N+](=[CH2:18])=[N-]>CCOCC>[OH:1][C@@H:2]1[CH2:6][CH2:5][C@H:4]([CH2:7][C:8]([O:10][CH3:18])=[O:9])[C@@H:3]1[CH2:11][CH2:12][CH2:13][CH2:14][CH3:15]. Reported procedure: It is to be noted that (+)-(1R,2S,3R)-3-hydroxy-2-pentyl-1-cyclopentaneacetic acid, used as starting product in this variant of the process of the invention, can also be directly methylated, for example by reacting it with an excess of diazomethane in ether solution, to provide pratically pure methyl (+)-(1R,2S,3R)-3-hydroxy-2-pentyl-1-cyclopentaneacetate, which can then be converted into (+)-cis-Hedione® via oxidation. Reactants: BrCCc1ccccc1, Cc1cc(C(O)(C(C)c2ccc(O)cc2Cl)C(F)(F)F)ccn1, [H-], [Na+], CN(C)C=O. The product is Cc1cc(C(O)(C(C)c2ccc(OCCc3ccccc3)cc2Cl)C(F)(F)F)ccn1. As a reaction SMILES: [Br:26][CH2:27][CH2:28][c:29]1[cH:30][cH:31][cH:32][cH:33][cH:34]1.[Cl:3][c:4]1[cH:5][c:6]([OH:25])[cH:7][cH:8][c:9]1[CH:10]([C:11]([C:12]([F:13])([F:14])[F:15])([c:16]1[cH:17][c:18]([CH3:22])[n:19][cH:20][cH:21]1)[OH:23])[CH3:24].[H-:1].[Na+:2].[O:35]=[CH:36][N:37]([CH3:38])[CH3:39]>>[Cl:3][c:4]1[cH:5][c:6]([O:25][CH2:27][CH2:28][c:29]2[cH:30][cH:31][cH:32][cH:33][cH:34]2)[cH:7][cH:8][c:9]1[CH:10]([C:11]([C:12]([F:13])([F:14])[F:15])([c:16]1[cH:17][c:18]([CH3:22])[n:19][cH:20][cH:21]1)[OH:23])[CH3:24]. Starting materials: CC(C)(C)C=O (pivaldehyde), [Li]CCCC (BuLi). The solvent is C1CCOC1 (THF), CCCCCC (hexane). Reaction conditions: temperature -65 celsius, time 1 hour. The product is CC(C)(C(CCCC)O)C (2,2-dimethyl-heptan-3-ol). As a reaction SMILES: [CH3:1][C:2]([CH:5]=[O:6])([CH3:4])[CH3:3].[Li][CH2:8][CH2:9][CH2:10][CH3:11]>C1COCC1.CCCCCC>[CH3:1][C:2]([CH3:4])([CH:5]([OH:6])[CH2:8][CH2:9][CH2:10][CH3:11])[CH3:3]. Procedure: 20 g (0.232 mol) of pivaldehyde dissolved in 600 mL of THF was added to a 2 L 3-neck round bottom flask equipped with a magnetic stir bar, thermometer and rubber stopper. The vessel was maintained under N2. The reaction mixture was cooled to −65° C. in a dry ice/acetone bath. 112 mL (0.279 mmol) of a 2.5 M BuLi solution in hexane was slowly added in 5 mL portions with a 20 mL glass syringe, maintaining the temperature below −55° C. The reaction was stirred at −60° C. for one hour, then allowed t... Starting materials: C(=C)OCC (ethyl vinyl ether), C1(=CC=C(C=C1)S(=O)(=O)[O-])C.[NH+]1=CC=CC=C1 (pyridinium paratoluenesulfonate), C(C)OC(C)O[C@@H]1OC=C([C@@H]2[C@H]1[C@H](CC2)C)C(=O)OC (methyl (1S, 4aS, 7S, 7aR)-1-[1-(ethoxy)ethoxy]-1, 4a, 5, 6, 7, 7a-hexahydro-7-methylcyclopenta[c]pyran-4-carboxylate), [H-].C(C(C)C)[Al+]CC(C)C (diisobutylaluminum hydride), [OH-].[Na+] (sodium hydroxide), OC1OC=C([C@@H]2[C@H]1[C@H](CC2)C)C(=O)OC (methyl (4aS, 7S, 7aR)-1, 4a, 5, 6, 7, 7a-hexahydro-1-hydroxy-7-methylcyclopenta[c]pyran-4-carboxylate). The solvent is ClCCl (dichloromethane), CC(=O)C (acetone), O1CCCC1 (tetrahydrofuran), O (water), O (water). Reaction conditions: time 24 hour. Product: C(C)(=O)OCC=1[C@@H]2[C@H]([C@@H](OC1)OC(C)OCC)[C@H](CC2)C ((1S, 4aS, 7S, 7aR)-4-(acetoxymethyl)-1-[1-(ethoxy)ethoxy]-1, 4a, 5, 6, 7, 7a-hexahydro- 7-methylcyclopenta[c]pyran). The yield is 60.0%. Reaction SMILES: [CH:1]([O:3][CH2:4][CH3:5])=[CH2:2].C1(C)C=CC(S([O-])(=O)=[O:13])=CC=1.[NH+]1C=CC=CC=1.[CH2:23]([O:25][CH:26]([O:28][C@H:29]1[C@@H:34]2[C@@H:35](C)[CH2:36][CH2:37][C@@H:33]2[C:32](C(OC)=O)=[CH:31][O:30]1)[CH3:27])[CH3:24].[H-].C([Al+]CC(C)C)C(C)C.[OH-].[Na+].OC1[C@@H]2[C@@H](C)CC[C@@H]2C(C(OC)=O)=CO1>ClCCl.O1CCCC1.O.CC(C)=O>[C:1]([O:3][CH2:4][C:5]1[C@H:35]2[CH2:36][CH2:37][C@H:33]([CH3:32])[C@H:34]2[C@H:29]([O:28][CH:26]([O:25][CH2:23][CH3:24])[CH3:27])[O:30][CH:31]=1)(=[O:13])[CH3:2] |f:1.2,4.5,6.7|. Procedure details: 10 g of methyl (4aS, 7S, 7aR)-1, 4a, 5, 6, 7, 7a-hexahydro-1-hydroxy-7-methylcyclopenta[c]pyran-4-carboxylate obtained in Definite Example 4 was dissolved in 100 ml of dichloromethane, and after 50 ml of ethyl vinyl ether and then 100 mg of pyridinium paratoluenesulfonate were added while the reaction mixture was being cooled by ice. Then, the reaction mixture was stirred at room temperature for 24 hours. The reaction mixture solution was extracted with dichloromethane. After 200 ml of dichlorom... Starting materials: O=C([O-])[O-], CC(=O)N1C(C)(C)CC(O)CC1(C)C, CCCC[N+](CCCC)(CCCC)CCCC, Cc1ccccc1, CC1(C)CC(Oc2nc(Cl)nc(N3C(C)(C)CCCC3(C)C)n2)CC(C)(C)N1O, [K+], [K+], [K+], [OH-], O, O=S(=O)([O-])O. The product is CC(=O)N1C(C)(C)CC(Oc2nc(OC3CC(C)(C)N(O)C(C)(C)C3)nc(N3C(C)(C)CCCC3(C)C)n2)CC1(C)C. As a reaction SMILES: [C:32](=[O:33])([O-:34])[O-:35].[C:38]([CH3:39])(=[O:40])[N:41]1[C:42]([CH3:50])([CH3:51])[CH2:43][CH:44]([OH:49])[CH2:45][C:46]1([CH3:47])[CH3:48].[CH2:64]([N+:65]([CH2:66][CH2:67][CH2:68][CH3:69])([CH2:70][CH2:71][CH2:72][CH3:73])[CH2:74][CH2:75][CH2:76][CH3:77])[CH2:78][CH2:79][CH3:80].[CH3:52][c:53]1[cH:54][cH:55][cH:56][cH:57][cH:58]1.[Cl:1][c:2]1[n:3][c:4]([N:20]2[C:21]([CH3:28])([CH3:29])[CH2:22][CH2:23][CH2:24][C:25]2([CH3:26])[CH3:27])[n:5][c:6]([O:8][CH:9]2[CH2:10][C:11]([CH3:18])([CH3:19])[N:12]([OH:17])[C:13]([CH3:15])([CH3:16])[CH2:14]2)[n:7]1.[K+:31].[K+:36].[K+:37].[OH-:30].[OH2:81].[S:59]([O-:60])([OH:61])(=[O:62])=[O:63]>>[c:2]1([O:49][CH:44]2[CH2:43][C:42]([CH3:50])([CH3:51])[N:41]([C:38]([CH3:39])=[O:40])[C:46]([CH3:47])([CH3:48])[CH2:45]2)[n:3][c:4]([N:20]2[C:21]([CH3:28])([CH3:29])[CH2:22][CH2:23][CH2:24][C:25]2([CH3:26])[CH3:27])[n:5][c:6]([O:8][CH:9]2[CH2:10][C:11]([CH3:18])([CH3:19])[N:12]([OH:17])[C:13]([CH3:15])([CH3:16])[CH2:14]2)[n:7]1. Reactants: CN(C)C=O, CCN(C(C)C)C(C)C, ICC1CCOC1, CC(C)c1csc(C=Cc2ccn3c(=O)cc(O)nc3c2)n1. Yields the product CC(C)c1csc(C=Cc2ccn3c(=O)cc(OCC4CCOC4)nc3c2)n1. As a reaction SMILES: [CH3:39][N:40]([CH3:41])[CH:42]=[O:43].[CH:23]([N:24]([CH:25]([CH3:26])[CH3:27])[CH2:28][CH3:29])([CH3:30])[CH3:31].[I:32][CH2:33][CH:34]1[CH2:35][O:36][CH2:37][CH2:38]1.[OH:1][c:2]1[n:3][c:4]2[n:5]([c:6](=[O:8])[cH:7]1)[cH:9][cH:10][c:11]([CH:13]=[CH:14][c:15]1[s:16][cH:17][c:18]([CH:20]([CH3:21])[CH3:22])[n:19]1)[cH:12]2>>[O:1]([c:2]1[n:3][c:4]2[n:5]([c:6](=[O:8])[cH:7]1)[cH:9][cH:10][c:11]([CH:13]=[CH:14][c:15]1[s:16][cH:17][c:18]([CH:20]([CH3:21])[CH3:22])[n:19]1)[cH:12]2)[CH2:33][CH:34]1[CH2:35][O:36][CH2:37][CH2:38]1.